Task: describe an organic reaction: reactants, conditions, products, and yield. Dataset: the Open Reaction Database (ORD), a public repository of structured organic reaction records The reactants are OC1=CC=C2CCCC(C2=C1)NC(OC(C)(C)C)=O (tert-Butyl (7-hydroxy-1,2,3,4-tetrahydronaphthalen-1-yl)carbamate), C([O-])([O-])=O.[Cs+].[Cs+] (cesium carbonate), C(#N)C=1C=C(CBr)C=CC1 (m-cyanobenzyl bromide), C(C)#N (acetonitrile). Run in C(C)(=O)OCC (ethyl acetate). Reaction conditions: time 8 hour. Product: C(#N)C=1C=C(COC2=CC=C3CCCC(C3=C2)NC(OC(C)(C)C)=O)C=CC1 (tert-butyl 7-(3-cyanobenzyloxy)-1,2,3,4-tetrahydronaphthalen-1-ylcarbamate). The yield is 118.9%. RXN SMILES: [OH:1][C:2]1[CH:11]=[C:10]2[C:5]([CH2:6][CH2:7][CH2:8][CH:9]2[NH:12][C:13](=[O:19])[O:14][C:15]([CH3:18])([CH3:17])[CH3:16])=[CH:4][CH:3]=1.[C:20]([C:22]1[CH:23]=[C:24]([CH:27]=[CH:28][CH:29]=1)[CH2:25]Br)#[N:21].C(#N)C.C(=O)([O-])[O-].[Cs+].[Cs+]>C(OCC)(=O)C>[C:20]([C:22]1[CH:23]=[C:24]([CH:27]=[CH:28][CH:29]=1)[CH2:25][O:1][C:2]1[CH:11]=[C:10]2[C:5]([CH2:6][CH2:7][CH2:8][CH:9]2[NH:12][C:13](=[O:19])[O:14][C:15]([CH3:16])([CH3:18])[CH3:17])=[CH:4][CH:3]=1)#[N:21] |f:3.4.5|. Procedure: tert-Butyl (7-hydroxy-1,2,3,4-tetrahydronaphthalen-1-yl)carbamate (0.026 g, 0.10 mmol) was combined with m-cyanobenzyl bromide (Aldrich, Cat. #145610) (0.029 g, 0.15 mmol), acetonitrile (2.0 mL) and cesium carbonate (0.065 g, 0.20 mmol) and allowed to stir at r.t. overnight. This was diluted with ethyl acetate, filtered to remove the solids and concentrated under reduced pressure to give crude tert-butyl 7-(3-cyanobenzyloxy)-1,2,3,4-tetrahydronaphthalen-1-ylcarbamate (0.045 g) as a semisolid. An... Reaction SMILES: [CH3:1][c:2]1[c:3]([NH:9][C:10](=[O:11])[CH:12]([CH2:13][CH3:14])[NH:15][CH2:16][c:17]2[cH:18][cH:19][c:20]([O:21][C:22]([C:23](=[O:24])[O:25][C:26]([CH3:27])([CH3:28])[CH3:29])([CH3:30])[CH3:31])[cH:32][cH:33]2)[cH:4][cH:5][c:6]([CH3:8])[cH:7]1.[Cl:41][CH2:42][Cl:43].[OH:34][C:35]([C:36]([F:37])([F:38])[F:39])=[O:40]>>[CH3:1][c:2]1[c:3]([NH:9][C:10](=[O:11])[CH:12]([CH2:13][CH3:14])[NH:15][CH2:16][c:17]2[cH:18][cH:19][c:20]([O:21][C:22]([C:23](=[O:24])[OH:25])([CH3:30])[CH3:31])[cH:32][cH:33]2)[cH:4][cH:5][c:6]([CH3:8])[cH:7]1. Starting materials: CCC(NCc1ccc(OC(C)(C)C(=O)OC(C)(C)C)cc1)C(=O)Nc1ccc(C)cc1C, ClCCl, O=C(O)C(F)(F)F. Yields the product CCC(NCc1ccc(OC(C)(C)C(=O)O)cc1)C(=O)Nc1ccc(C)cc1C.